describe an organic reaction: reactants, conditions, products, and yield From a dataset of the Open Reaction Database (ORD), a public repository of structured organic reaction records. Reactants: C1CCOC1, CN1CCC(N)CC1, CCN(C(C)C)C(C)C, Cc1ccc(F)cc1C1NC(=O)CC(c2cc(Cl)ccc2OC(C)(C)CO)C12C(=O)Nc1cc(Cl)ccc12, On1nnc2ccccc21. Yields the product Cc1ccc(F)cc1C1NC(=O)CC(c2cc(Cl)ccc2OC(C)(C)C(=O)NC2CCN(C)CC2)C12C(=O)Nc1cc(Cl)ccc12. Reaction SMILES: [CH2:66]1[O:67][CH2:68][CH2:69][CH2:70]1.[CH3:58][N:59]1[CH2:60][CH2:61][CH:62]([NH2:65])[CH2:63][CH2:64]1.[CH:49]([N:50]([CH2:51][CH3:52])[CH:53]([CH3:54])[CH3:55])([CH3:56])[CH3:57].[Cl:1][c:2]1[cH:3][cH:4][c:5]2[c:9]([cH:10]1)[NH:8][C:7](=[O:11])[C:6]21[CH:12]([c:31]2[c:32]([CH3:38])[cH:33][cH:34][c:35]([F:37])[cH:36]2)[NH:13][C:14](=[O:30])[CH2:15][CH:16]1[c:17]1[c:18]([O:24][C:25]([CH2:26][OH:27])([CH3:28])[CH3:29])[cH:19][cH:20][c:21]([Cl:23])[cH:22]1.[OH:39][n:40]1[c:41]2[c:42]([cH:43][cH:44][cH:45][cH:46]2)[n:47][n:48]1>>[Cl:1][c:2]1[cH:3][cH:4][c:5]2[c:9]([cH:10]1)[NH:8][C:7](=[O:11])[C:6]21[CH:12]([c:31]2[c:32]([CH3:38])[cH:33][cH:34][c:35]([F:37])[cH:36]2)[NH:13][C:14](=[O:30])[CH2:15][CH:16]1[c:17]1[c:18]([O:24][C:25]([C:26](=[O:27])[NH:65][CH:62]2[CH2:61][CH2:60][N:59]([CH3:58])[CH2:64][CH2:63]2)([CH3:28])[CH3:29])[cH:19][cH:20][c:21]([Cl:23])[cH:22]1. The reactants are CC1(COC2=C1C(=CC=C2)OC2=CC=C(C=N2)NC([C@H](N)C)=O)C (N1-{6-[(3,3-dimethyl-2,3-dihydro-1-benzofuran-4-yl)oxy]-3-pyridinyl}-D-alaninamide), CC1(COC2=C1C(=CC=C2)OC2=CC=C(C=N2)NC([C@H](N)C)=O)C (N1-{6-[(3,3-dimethyl-2,3-dihydro-1-benzofuran-4-yl)oxy]-3-pyridinyl}-D-alaninamide), N[C@@H](C(=O)NC=1C=NC(=CC1)OC1=CC=CC2=C1C(CO2)(C)C)CC ((2R)-2-amino-N-{6-[(3,3-dimethyl-2,3-dihydro-1-benzofuran-4-yl)oxy]-3-pyridinyl}butanamide), N[C@@H](C(=O)NC=1C=NC(=CC1)OC1=CC=CC2=C1C(CO2)(C)C)CC ((2R)-2-amino-N-{6-[(3,3-dimethyl-2,3-dihydro-1-benzofuran-4-yl)oxy]-3-pyridinyl}butanamide). Product: CC1(COC2=C1C(=CC=C2)OC2=CC=C(C=N2)N2C(N[C@@H](C2=O)CC)=O)C ((5R)-3-{6-[(3,3-dimethyl-2,3-dihydro-1-benzofuran-4-yl)oxy]-3-pyridinyl}-5-ethyl-2,4-imidazolidinedione). RXN SMILES: CC1(C)C2C(OC3N=CC(NC(=O)[C@@H](C)N)=CC=3)=CC=CC=2[O:4][CH2:3]1.[NH2:25][C@H:26]([CH2:48][CH3:49])[C:27]([NH:29][C:30]1[CH:31]=[N:32][C:33]([O:36][C:37]2[C:42]3[C:43]([CH3:47])([CH3:46])[CH2:44][O:45][C:41]=3[CH:40]=[CH:39][CH:38]=2)=[CH:34][CH:35]=1)=[O:28]>>[CH3:47][C:43]1([CH3:46])[C:42]2[C:37]([O:36][C:33]3[N:32]=[CH:31][C:30]([N:29]4[C:27](=[O:28])[C@@H:26]([CH2:48][CH3:49])[NH:25][C:3]4=[O:4])=[CH:35][CH:34]=3)=[CH:38][CH:39]=[CH:40][C:41]=2[O:45][CH2:44]1. Procedure details: The title compound was made in a similar fashion to the preparation of Example 8 replacing N1-{6-[(3,3-dimethyl-2,3-dihydro-1-benzofuran-4-yl)oxy]-3-pyridinyl}-D-alaninamide (Intermediate 61) with (2R)-2-amino-N-{6-[(3,3-dimethyl-2,3-dihydro-1-benzofuran-4-yl)oxy]-3-pyridinyl}butanamide (Intermediate 63, 57 mg). This afforded the title compound as a white solid (40 mg). The reagents and catalysts are C(C)(=O)O (acetic acid). Product: O1CCC2=C1C=CC(=C2)C2=NNC1=CC=C(C=C21)C(=O)N[C@H]2CN(CCC2)CC2=NC=CC=C2 ((R)-3-(2,3-dihydrobenzofuran-5-yl)-N-(1-(pyridin-2-ylmethyl)-piperidin-3-yl)-1H-indazole-5-carboxamide). Solvent: ClCCl (dichloromethane). Procedure details: In a flask, dichloromethane (1 mL) and acetic acid (2 drops) was added to (R)-3-(2,3-dihydrobenzofuran-5-yl)-N-(piperidin-3-yl)-1H-indazole-5-carboxamide (12 mg) and picolinaldehyde (7 mg). The reaction was stirred for 15 minutes. Sodium triacetoxyborohydride (28 mg) was added in one portion. The reaction was stirred overnight. The reaction was concentrated in vacuo and purified using prep LC/MS. As a reaction SMILES: [O:1]1[C:5]2[CH:6]=[CH:7][C:8]([C:10]3[C:18]4[C:13](=[CH:14][CH:15]=[C:16]([C:19]([NH:21][C@@H:22]5[CH2:27][CH2:26][CH2:25][NH:24][CH2:23]5)=[O:20])[CH:17]=4)[NH:12][N:11]=3)=[CH:9][C:4]=2[CH2:3][CH2:2]1.[N:28]1[CH:33]=[CH:32][CH:31]=[CH:30][C:29]=1[CH:34]=O.C(O[BH-](OC(=O)C)OC(=O)C)(=O)C.[Na+]>C(O)(=O)C.ClCCl>[O:1]1[C:5]2[CH:6]=[CH:7][C:8]([C:10]3[C:18]4[C:13](=[CH:14][CH:15]=[C:16]([C:19]([NH:21][C@@H:22]5[CH2:27][CH2:26][CH2:25][N:24]([CH2:34][C:29]6[CH:30]=[CH:31][CH:32]=[CH:33][N:28]=6)[CH2:23]5)=[O:20])[CH:17]=4)[NH:12][N:11]=3)=[CH:9][C:4]=2[CH2:3][CH2:2]1 |f:2.3|. Reaction conditions: time 15 minute. Reactants: C(C)(=O)O[BH-](OC(C)=O)OC(C)=O.[Na+] (Sodium triacetoxyborohydride), O1CCC2=C1C=CC(=C2)C2=NNC1=CC=C(C=C21)C(=O)N[C@H]2CNCCC2 ((R)-3-(2,3-dihydrobenzofuran-5-yl)-N-(piperidin-3-yl)-1H-indazole-5-carboxamide), N1=C(C=CC=C1)C=O (picolinaldehyde). Reactants: CCOC(=O)COc1ccccc1I, C#CCOC, CC#N, [Cu]I, Cl[Pd]Cl, c1ccc(P(c2ccccc2)c2ccccc2)cc1, c1ccc(P(c2ccccc2)c2ccccc2)cc1. Product: CCOC(=O)COc1ccccc1C#CCOC. As a reaction SMILES: [CH2:1]([CH3:2])[O:3][C:4]([CH2:5][O:6][c:7]1[c:8]([I:13])[cH:9][cH:10][cH:11][cH:12]1)=[O:14].[CH3:15][O:16][CH2:17][C:18]#[CH:19].[CH3:63][C:64]#[N:65].[Cu:61][I:62].[Pd:20]([Cl:21])[Cl:22].[c:23]1([P:24]([c:25]2[cH:26][cH:27][cH:28][cH:29][cH:30]2)[c:31]2[cH:32][cH:33][cH:34][cH:35][cH:36]2)[cH:37][cH:38][cH:39][cH:40][cH:41]1.[c:42]1([P:43]([c:44]2[cH:45][cH:46][cH:47][cH:48][cH:49]2)[c:50]2[cH:51][cH:52][cH:53][cH:54][cH:55]2)[cH:56][cH:57][cH:58][cH:59][cH:60]1>>[CH2:1]([CH3:2])[O:3][C:4]([CH2:5][O:6][c:7]1[c:8]([C:19]#[C:18][CH2:17][O:16][CH3:15])[cH:9][cH:10][cH:11][cH:12]1)=[O:14]. The reactants are C(C1=CC=CC=C1)N[C@H](C1=CC=CC=C1)C ((S)-(−)-N-benzyl-alpha-methyl-benzylamine), [Li]CCCC (nBuLi), [NH4+].[Cl-] (NH4Cl), C(\C=C\CCC)(=O)OCC (ethyl trans-2-hexenoate). Solvent: C1CCOC1 (THF). Run at temperature -78 celsius, time 1 hour. Yields the product C(C)OC(C[C@H](CCC)N([C@@H](C)C1=CC=CC=C1)CC1=CC=CC=C1)=O ((S)-3-[Benzyl-((S)-1-phenyl-ethyl)-amino]-hexanoic acid ethyl ester). Isolated yield 50.3%. Reaction SMILES: [CH2:1]([NH:8][C@@H:9]([CH3:16])[C:10]1[CH:15]=[CH:14][CH:13]=[CH:12][CH:11]=1)[C:2]1[CH:7]=[CH:6][CH:5]=[CH:4][CH:3]=1.[Li]CCCC.[C:22]([O:29][CH2:30][CH3:31])(=[O:28])/[CH:23]=[CH:24]/[CH2:25][CH2:26][CH3:27].[NH4+].[Cl-]>C1COCC1>[CH2:30]([O:29][C:22](=[O:28])[CH2:23][C@@H:24]([N:8]([CH2:1][C:2]1[CH:7]=[CH:6][CH:5]=[CH:4][CH:3]=1)[C@H:9]([C:10]1[CH:15]=[CH:14][CH:13]=[CH:12][CH:11]=1)[CH3:16])[CH2:25][CH2:26][CH3:27])[CH3:31] |f:3.4|. Procedure details: To a solution of (S)-(−)-N-benzyl-alpha-methyl-benzylamine (50 mL, 239 mmol) in THF (150 mL) at 0° C. is added nBuLi (2.5 M in THF) (100 mL, 250 mmol) under nitrogen atmosphere. The solution is cooled to −78° C. and ethyl trans-2-hexenoate (16.6 g, 117 mmol) is added. The solution is stirred for 1 hour and saturated NH4Cl solution is added. The solution is warmed to room temperature and is extracted with EtOAc. The combined organic layer is dried with MgSO4 and is filtered. The filtrate is conce... Starting materials: FC1=C(OC2=CC=NC3=CC(=C(C=C23)OC)OC)C=CC(=C1)[N+](=O)[O-] (4-(2-fluoro-4-nitrophenoxy)-6,7-dimethoxyquinoline), [NH4+].[Cl-] (NH4Cl), CN(C)C=O (DMF), O (water). Reagents/catalysts: [Zn] (Zn). Run in CO (MeOH), C1CCOC1 (THF). Run at time 8 hour. The product is COC=1C=C2C(=CC=NC2=CC1OC)OC1=C(C=C(C=C1)N)F (4-(6,7-Dimethoxyquinolin-4-yloxy)-3-fluorobenzenamine). Yield: 40.7%. As a reaction SMILES: [F:1][C:2]1[CH:22]=[C:21]([N+:23]([O-])=O)[CH:20]=[CH:19][C:3]=1[O:4][C:5]1[C:14]2[C:9](=[CH:10][C:11]([O:17][CH3:18])=[C:12]([O:15][CH3:16])[CH:13]=2)[N:8]=[CH:7][CH:6]=1.[NH4+].[Cl-].CN(C=O)C.O>CO.C1COCC1.[Zn]>[CH3:16][O:15][C:12]1[CH:13]=[C:14]2[C:9](=[CH:10][C:11]=1[O:17][CH3:18])[N:8]=[CH:7][CH:6]=[C:5]2[O:4][C:3]1[CH:19]=[CH:20][C:21]([NH2:23])=[CH:22][C:2]=1[F:1] |f:1.2|. Procedure details: A mixture of 4-(2-fluoro-4-nitrophenoxy)-6,7-dimethoxyquinoline (612 mg, 1.8 mmol), Zn powder (2.0 g) and NH4Cl (1.4 g) in MeOH (25 mL) and THF (25 mL) was heated at reflux temp. overnight with stirring. To this mixture was added DMF (45 mL) and water (20 mL), stirred for 10 minutes, and the solid was filtered. The filtrate solution was concentrated in vacuo, and the residue was purified by preparative HPLC to afford the product (230 mg, 41%) as a brown solid. 1H NMR (CDCl3) δ 8.38 (d, 1H, J=5.5... Reactants: N[C@@H](C)C=1N(C(C2=C(C=CC=C2C1)NCC1=CC=C(C=C1)OC)=O)C1=CC=CC=C1 ((S)-3-(1-aminoethyl)-8-((4-methoxybenzyl)amino)-2-phenylisoquinolin-1(2H)-one), C(CCl)Cl (EDC), C(C)(C)N(CC)C(C)C (diisopropylethylamine), C(C)(C)(C)OC(=O)NC1=NN2C(N=CC=C2)=C1C(=O)O (2-((tert-butoxycarbonyl)amino)pyrazolo[1,5-a]pyrimidine-3-carboxylic acid), C=1C=CC2=C(C1)N=NN2O (HOBt). The solvent is CN(C)C=O (DMF). Run at time 1 hour. The product is COC1=CC=C(CNC=2C=CC=C3C=C(N(C(C23)=O)C2=CC=CC=C2)[C@H](C)NC(=O)C=2C(=NN3C2N=CC=C3)NC(OC(C)(C)C)=O)C=C1 ((S)-tert-butyl (3-((1-(8-((4-methoxybenzyl)amino)-1-oxo-2-phenyl-1,2-dihydroisoquinolin-3-yl)ethyl)carbamoyl)pyrazolo[1,5-a]pyrimidin-2-yl)carbamate). Reaction SMILES: [NH2:1][C@H:2]([C:4]1[N:5]([C:25]2[CH:30]=[CH:29][CH:28]=[CH:27][CH:26]=2)[C:6](=[O:24])[C:7]2[C:12]([CH:13]=1)=[CH:11][CH:10]=[CH:9][C:8]=2[NH:14][CH2:15][C:16]1[CH:21]=[CH:20][C:19]([O:22][CH3:23])=[CH:18][CH:17]=1)[CH3:3].[C:31]([O:35][C:36]([NH:38][C:39]1[C:47]([C:48](O)=[O:49])=[C:42]2[N:43]=[CH:44][CH:45]=[CH:46][N:41]2[N:40]=1)=[O:37])([CH3:34])([CH3:33])[CH3:32].C1C=CC2N(O)N=NC=2C=1.C(Cl)CCl.C(N(C(C)C)CC)(C)C>CN(C=O)C>[CH3:23][O:22][C:19]1[CH:20]=[CH:21][C:16]([CH2:15][NH:14][C:8]2[CH:9]=[CH:10][CH:11]=[C:12]3[C:7]=2[C:6](=[O:24])[N:5]([C:25]2[CH:26]=[CH:27][CH:28]=[CH:29][CH:30]=2)[C:4]([C@@H:2]([NH:1][C:48]([C:47]2[C:39]([NH:38][C:36](=[O:37])[O:35][C:31]([CH3:33])([CH3:32])[CH3:34])=[N:40][N:41]4[CH:46]=[CH:45][CH:44]=[N:43][C:42]=24)=[O:49])[CH3:3])=[CH:13]3)=[CH:17][CH:18]=1. Procedure: In a MW compatible vial, (S)-3-(1-aminoethyl)-8-chloro-2-phenylisoquinolin-1(2H)-one (700 mg, 2.343 mmol), (4-methoxyphenyl)methanamine (3.2 g, 23.4 mmol, 20 eq.) and diisopropylethylamine (1.6 mL, 9.4 mmol, 4 eq.) were dissolved in NMP (12 mL). The vial was sealed and heated to 180° C. in a under MW irradiation and stirred for 6 hr. The reaction mixture was cooled to RT, partitioned between Ethyl acetate and water. The organic phase was separated, washed with saturated aqueous sodium chloride s... Reactants: aqueous solution, [Cl-].[NH4+] (ammoniumchloride), [OH-].[K+] (potassium hydroxide), C(C)(C)(C)OC(NC(CC(NC1CCC2=C(NC1=O)C=CC1=CC=CC=C12)=O)(C)C)=O ((1,1-dimethyl-2-(4-oxo-2,3,4,5-tetrahydro-1H-naphtho[2,1-b]azepin-3-ylcarbamoyl)ethyl)carbamic acid tert-butyl ester), BrCC1=CC=C(C=C1)C1=C(C=CC=C1)C1=NN=NN1C(C1=CC=CC=C1)(C1=CC=CC=C1)C1=CC=CC=C1 (5-(4'-Bromomethyl-biphenyl-2-yl)-N-(triphenylmethyl)tetrazole). Solvent: C(C)(=O)OCC (ethyl acetate), O (water), CS(=O)C (DMSO). Run at time 1 hour. Yields the product C(C)(C)(C)OC(NC(CC(NC1CCC2=C(N(C1=O)CC1=CC=C(C=C1)C1=C(C=CC=C1)C1=NN=NN1C(C1=CC=CC=C1)(C1=CC=CC=C1)C1=CC=CC=C1)C=CC1=CC=CC=C12)=O)(C)C)=O ((1, 1-dimethyl-2-(4-oxo-5-(2'-(N -triphenylmethyltetrazol-5-yl)biphenyl-4-ylmethyl)-2,3,4,5-tetrahydro- 1H-naphtho[2,1-b]azepin-3-ylcarbamoyl)ethyl)- carbamic acid tert-butyl ester). Yield: 49.9%. Reaction SMILES: [OH-].[K+].[C:3]([O:7][C:8](=[O:33])[NH:9][C:10]([CH3:32])([CH3:31])[CH2:11][C:12](=[O:30])[NH:13][CH:14]1[C:20](=[O:21])[NH:19][C:18]2[CH:22]=[CH:23][C:24]3[C:29]([C:17]=2[CH2:16][CH2:15]1)=[CH:28][CH:27]=[CH:26][CH:25]=3)([CH3:6])([CH3:5])[CH3:4].Br[CH2:35][C:36]1[CH:41]=[CH:40][C:39]([C:42]2[CH:47]=[CH:46][CH:45]=[CH:44][C:43]=2[C:48]2[N:52]([C:53]([C:66]3[CH:71]=[CH:70][CH:69]=[CH:68][CH:67]=3)([C:60]3[CH:65]=[CH:64][CH:63]=[CH:62][CH:61]=3)[C:54]3[CH:59]=[CH:58][CH:57]=[CH:56][CH:55]=3)[N:51]=[N:50][N:49]=2)=[CH:38][CH:37]=1.[Cl-].[NH4+]>CS(C)=O.C(OCC)(=O)C.O>[C:3]([O:7][C:8](=[O:33])[NH:9][C:10]([CH3:32])([CH3:31])[CH2:11][C:12](=[O:30])[NH:13][CH:14]1[C:20](=[O:21])[N:19]([CH2:35][C:36]2[CH:37]=[CH:38][C:39]([C:42]3[CH:47]=[CH:46][CH:45]=[CH:44][C:43]=3[C:48]3[N:52]([C:53]([C:66]4[CH:71]=[CH:70][CH:69]=[CH:68][CH:67]=4)([C:60]4[CH:61]=[CH:62][CH:63]=[CH:64][CH:65]=4)[C:54]4[CH:59]=[CH:58][CH:57]=[CH:56][CH:55]=4)[N:51]=[N:50][N:49]=3)=[CH:40][CH:41]=2)[C:18]2[CH:22]=[CH:23][C:24]3[C:29]([C:17]=2[CH2:16][CH2:15]1)=[CH:28][CH:27]=[CH:26][CH:25]=3)([CH3:6])([CH3:4])[CH3:5] |f:0.1,4.5|. Procedure: A solution of dry powdered potassium hydroxide (0.23 g, 4.0 mmol) and (1,1-dimethyl-2-(4-oxo-2,3,4,5-tetrahydro-1H-naphtho[2,1-b]azepin-3-ylcarbamoyl)ethyl)carbamic acid tert-butyl ester (0.49 g, 1.0 mmol) in DMSO (15 ml) was stirred for 0.5 h under an atmosphere of nitrogen. 5-(4'-Bromomethyl-biphenyl-2-yl)-N-(triphenylmethyl)tetrazole (0.59 g, 1.1 mmol) was added and the mixture was stirred for 1 h. A 10% aqueous solution of ammoniumchloride (30 ml), water (100 ml) and ethyl acetate (60 ml) we... The reactants are [OH-].[Na+] (sodium hydroxide), castor oil, C(CCCCCCC\C=C/C[C@H](O)CCCCCC)(=O)[O-].[Na+] (sodium ricinoleate), O.O.O.O.O.O.O.S(=O)(=O)([O-])[O-].[Zn+2] (zinc sulphate heptahydrate). Run in O (water), O (water). The product is C(CCCCCCC\C=C/C[C@H](O)CCCCCC)(=O)[O-].[Zn+2].C(CCCCCCC\C=C/C[C@H](O)CCCCCC)(=O)[O-] (Zinc Ricinoleate). As a reaction SMILES: [OH-].[Na+].O.O.O.O.O.O.O.S([O-])([O-])(=O)=O.[Zn+2:15].[C:16]([O-:36])(=[O:35])[CH2:17][CH2:18][CH2:19][CH2:20][CH2:21][CH2:22][CH2:23]/[CH:24]=[CH:25]\[CH2:26][C@@H:27]([CH2:29][CH2:30][CH2:31][CH2:32][CH2:33][CH3:34])[OH:28].[Na+]>O>[C:16]([O-:36])(=[O:35])[CH2:17][CH2:18][CH2:19][CH2:20][CH2:21][CH2:22][CH2:23]/[CH:24]=[CH:25]\[CH2:26][C@@H:27]([CH2:29][CH2:30][CH2:31][CH2:32][CH2:33][CH3:34])[OH:28].[Zn+2:15].[C:16]([O-:36])(=[O:35])[CH2:17][CH2:18][CH2:19][CH2:20][CH2:21][CH2:22][CH2:23]/[CH:24]=[CH:25]\[CH2:26][C@@H:27]([CH2:29][CH2:30][CH2:31][CH2:32][CH2:33][CH3:34])[OH:28] |f:0.1,2.3.4.5.6.7.8.9.10,11.12,14.15.16|. Reported procedure: 25 l of commercial pure castor oil are saponified in a known manner by adding 7.8 l of 38% strength sodium hydroxide solution and 40 l of water in portions. 12.5 kg of zinc sulphate heptahydrate DAB6, dissolved in water to give a volume of 25 l, are added to the clear sodium ricinoleate solution at about 80° C., and the mixture is thoroughly stirred and thereafter allowed to settle. The zinc soap is separated from the mother liquor and poured hot into moulds, where it solidifies.